From a dataset of the Open Reaction Database (ORD), a public repository of structured organic reaction records. describe an organic reaction: reactants, conditions, products, and yield Starting materials: FC(S(=O)(=O)OC1=CC=C(C=C1)C(=C1CC(CC(C1)(C)C)(C)C)C1=CC=C(C=C1)F)(F)F (4-[(4-Fluorophenyl)(3,3,5,5-tetramethylcyclohexylidene)methyl]phenyl trifluoromethanesulfonate), O1C=C(C=C1)B(O)O (3-furanylboronic acid), PdCl2 (Ph3P)2, C(=O)([O-])[O-].[Na+].[Na+] (Na2CO3). Run in C1CCOC1 (THF). The product is FC1=CC=C(C=C1)C(C1=CC=C(C=C1)C1=COC=C1)=C1CC(CC(C1)(C)C)(C)C (3-{4-[(4-Fluorophenyl)(3,3,5,5-tetramethylcyclohexylidene)methyl]phenyl}furan). The yield is 40.3%. RXN SMILES: FC(F)(F)S(O[C:7]1[CH:12]=[CH:11][C:10]([C:13]([C:24]2[CH:29]=[CH:28][C:27]([F:30])=[CH:26][CH:25]=2)=[C:14]2[CH2:19][C:18]([CH3:21])([CH3:20])[CH2:17][C:16]([CH3:23])([CH3:22])[CH2:15]2)=[CH:9][CH:8]=1)(=O)=O.C([O-])([O-])=O.[Na+].[Na+].[O:39]1[CH:43]=[CH:42][C:41](B(O)O)=[CH:40]1>C1COCC1>[F:30][C:27]1[CH:28]=[CH:29][C:24]([C:13](=[C:14]2[CH2:15][C:16]([CH3:22])([CH3:23])[CH2:17][C:18]([CH3:20])([CH3:21])[CH2:19]2)[C:10]2[CH:11]=[CH:12][C:7]([C:41]3[CH:42]=[CH:43][O:39][CH:40]=3)=[CH:8][CH:9]=2)=[CH:25][CH:26]=1 |f:1.2.3|. Reported procedure: The procedure described for 28 was utilized using triflate 25 (150 mg, 0.319 mmol), PdCl2 (Ph3P)2 (23 mg, 0.032 mmol), 2 N aqueous Na2CO3 (320 uL, 0.638 mmol), 3-furanylboronic acid (71 mg, 0.638 mmol), and THF (10 mL). The reaction mixture was refluxed for 15 h. Standard work-up followed by purification gave 50 mg (40%) of the title product 29 (40%) as an off-white solid. 1H NMR (400 MHz, CDCl3): δ 7.71 (s, 1H), 7.45 (s, 1H), 7.40 (d, J=8.0 Hz, 2H), 7.18-7.12 (m, 4H), 6.96 (app. t, J=8.4 Hz, 2H... The reactants are O=C([O-])[O-], FC(F)(F)c1cc(-c2ccco2)nn1Cc1ccccc1, [K+], [K+], CN(C)C=O, O=P(Cl)(Cl)Cl. The product is O=Cc1ccc(-c2cc(C(F)(F)F)n(Cc3ccccc3)n2)o1. Reaction SMILES: [C:27]([O-:28])(=[O:29])[O-:30].[CH2:6]([c:7]1[cH:8][cH:9][cH:10][cH:11][cH:12]1)[n:13]1[n:14][c:15](-[c:22]2[o:23][cH:24][cH:25][cH:26]2)[cH:16][c:17]1[C:18]([F:19])([F:20])[F:21].[K+:31].[K+:32].[O:33]=[CH:34][N:35]([CH3:36])[CH3:37].[P:1]([Cl:2])([Cl:3])([Cl:4])=[O:5]>>[CH2:6]([c:7]1[cH:8][cH:9][cH:10][cH:11][cH:12]1)[n:13]1[n:14][c:15](-[c:22]2[o:23][c:24]([CH:27]=[O:28])[cH:25][cH:26]2)[cH:16][c:17]1[C:18]([F:19])([F:20])[F:21]. Starting materials: O=C([O-])[O-], CCO, Cc1cnc2n1-c1ccc(Cl)cc1C(c1ccccc1)=NC2, O=C(OO)c1cccc(Cl)c1, [K+], [K+]. The product is Cc1cnc2n1-c1ccc(Cl)cc1C(c1ccccc1)=[N+]([O-])C2. Reaction SMILES: [C:34](=[O:35])([O-:36])[O-:37].[CH3:40][CH2:41][OH:42].[Cl:1][c:2]1[cH:3][cH:4][c:5]2[c:6]([cH:22]1)[C:7]([c:16]1[cH:17][cH:18][cH:19][cH:20][cH:21]1)=[N:8][CH2:9][c:10]1[n:11]-2[c:12]([CH3:15])[cH:13][n:14]1.[Cl:23][c:24]1[cH:25][cH:26][cH:27][c:28]([C:29]([O:30][OH:32])=[O:31])[cH:33]1.[K+:38].[K+:39]>>[Cl:1][c:2]1[cH:3][cH:4][c:5]2[c:6]([cH:22]1)[C:7]([c:16]1[cH:17][cH:18][cH:19][cH:20][cH:21]1)=[N+:8]([O-:31])[CH2:9][c:10]1[n:11]-2[c:12]([CH3:15])[cH:13][n:14]1. Reactants: O=C1CCC(=O)N1Br, Cc1c(C(C)(C)C)cc(O)cc1C(C)(C)C, CC#N, COCOc1cc(OC)ccc1I. Product: COCOc1cc(OC)c(Br)cc1I. RXN SMILES: [Br:30][N:31]1[C:32](=[O:33])[CH2:34][CH2:35][C:36]1=[O:37].[C:14]([c:15]1[cH:16][c:17]([OH:18])[cH:19][c:20]([C:21]([CH3:22])([CH3:23])[CH3:24])[c:25]1[CH3:26])([CH3:27])([CH3:28])[CH3:29].[CH3:38][C:39]#[N:40].[I:1][c:2]1[c:3]([O:10][CH2:11][O:12][CH3:13])[cH:4][c:5]([O:8][CH3:9])[cH:6][cH:7]1>>[I:1][c:2]1[c:3]([O:10][CH2:11][O:12][CH3:13])[cH:4][c:5]([O:8][CH3:9])[c:6]([Br:30])[cH:7]1. The reactants are CCCC(CCC)N (4-Heptylamine), C(C)OC(C(=O)C1=CC2=C(OCO2)C=C1)=O (benzo[1,3]dioxol-5-yl-oxo-acetic acid ethyl ester). The solvent is C(C)O (ethanol). Conditions: time 2 hour. Product: O1COC2=C1C=CC(=C2)C(C(=O)NC(CCC)CCC)=O (2-(benzo[d][1,3]dioxol-5-yl)-N-(heptan-4-yl)-2-oxoacetamide). The yield is 19.1%. Reaction SMILES: [CH3:1][CH2:2][CH2:3][CH:4]([NH2:8])[CH2:5][CH2:6][CH3:7].C([O:11][C:12](=O)[C:13]([C:15]1[CH:23]=[CH:22][C:18]2[O:19][CH2:20][O:21][C:17]=2[CH:16]=1)=[O:14])C>C(O)C>[O:19]1[C:18]2[CH:22]=[CH:23][C:15]([C:13](=[O:14])[C:12]([NH:8][CH:4]([CH2:5][CH2:6][CH3:7])[CH2:3][CH2:2][CH3:1])=[O:11])=[CH:16][C:17]=2[O:21][CH2:20]1. Reported procedure: 4-Heptylamine (2.5 g, 22 mmol) was added to a stirred solution of benzo[1,3]dioxol-5-yl-oxo-acetic acid ethyl ester (2 g, 9 mmol)) in ethanol (40 ml)) at room temperature. The resulting reaction mixture was heated to reflux for 4 hours. Then ethanol was distilled off and stirring was continued at 110° C. for 2 hours. The reaction mixture was cooled to room temperature and then 50 ml of THF and 100 ml of aqueous HCl solution were added and stirred for 30 minutes. The mixture was extracted twice w... Starting materials: Cl (HCl), [Li+].[OH-] (LiOH), COC(C1=CC=C(C=C1)N1CCOCC1)=O (4-morpholin-4-yl-benzoic acid methyl ester), O (water). The solvent is C1CCOC1.O (THF H2O). Conditions: time 20 hour. Product: N1(CCOCC1)C1=CC=C(C(=O)O)C=C1 (4-morpholin-4-yl-benzoic acid). Isolated yield 85.9%. As a reaction SMILES: [Li+].[OH-].C[O:4][C:5](=[O:18])[C:6]1[CH:11]=[CH:10][C:9]([N:12]2[CH2:17][CH2:16][O:15][CH2:14][CH2:13]2)=[CH:8][CH:7]=1.O.Cl>C1COCC1.O>[N:12]1([C:9]2[CH:8]=[CH:7][C:6]([C:5]([OH:18])=[O:4])=[CH:11][CH:10]=2)[CH2:13][CH2:14][O:15][CH2:16][CH2:17]1 |f:0.1,5.6|. Reported procedure: LiOH (92 mg, 0.22 mmol) was added to a stirred solution of 4-morpholin-4-yl-benzoic acid methyl ester (162 mg, 0.73 mmol) in THF:H2O (1:1, 4 mL), and the resulting mixture was stirred at room temperature for 20 hrs. The reaction mixture was concentrated under reduced pressure to get the residue. Cold water was then added and acidified it with 10% aqueous HCl, filtered the solid precipitated to afford 130 mg (86% yield) of 4-morpholin-4-yl-benzoic acid. 1H NMR (DMSO-d6): δ 12.4 (s, 1H), 7.8 (d, 2... Starting materials: ClC1=NC2=C(N1CC1=CC=C(C=C1)C=1C(=CC=CC1)C(=O)OC(C)(C)C)C=CC=C2 (tert.butyl 4'-[(2-chloro-benzimidazol-1-yl)-methyl]biphenyl-2-carboxylate), FC(C(=O)O)(F)F (trifluoroacetic acid). The product is ClC1=NC2=C(N1CC1=CC=C(C=C1)C=1C(=CC=CC1)C(=O)O)C=CC=C2 (4'-[(2-Chloro-benzimidazol-1-yl)-methyl]biphenyl-2-carboxylic acid). As a reaction SMILES: [Cl:1][C:2]1[N:6]([CH2:7][C:8]2[CH:13]=[CH:12][C:11]([C:14]3[C:15]([C:20]([O:22]C(C)(C)C)=[O:21])=[CH:16][CH:17]=[CH:18][CH:19]=3)=[CH:10][CH:9]=2)[C:5]2[CH:27]=[CH:28][CH:29]=[CH:30][C:4]=2[N:3]=1.FC(F)(F)C(O)=O>>[Cl:1][C:2]1[N:6]([CH2:7][C:8]2[CH:13]=[CH:12][C:11]([C:14]3[C:15]([C:20]([OH:22])=[O:21])=[CH:16][CH:17]=[CH:18][CH:19]=3)=[CH:10][CH:9]=2)[C:5]2[CH:27]=[CH:28][CH:29]=[CH:30][C:4]=2[N:3]=1. Procedure details: Prepared in analogous manner to Example 9 from tert.butyl 4'-[(2-chloro-benzimidazol-1-yl)-methyl]biphenyl-2-carboxylate and trifluoroacetic acid.